This data is from the Open Reaction Database (ORD), a public repository of structured organic reaction records. The task is: describe an organic reaction: reactants, conditions, products, and yield The reactants are ClC#CCCCCCC.[H-].C(C)[Al](CC)CC.[Na+] (1-chloro-1-octyne sodium triethylaluminum hydride), ClC#CCCCCCCCCCC.[H-].C[Al](C)C.[Na+] (1-chloro-1-dodecyne sodium trimethylaluminum hydride). Yields the product CC\C=C/CCCCCC (cis-3-decene), C\C=C/CCCCCCCCCC (cis-2-tridecene). Isolated yield 66.0%. As a reaction SMILES: Cl[C:2]#[C:3][CH2:4][CH2:5][CH2:6][CH2:7][CH2:8][CH3:9].[H-].C([Al](CC)CC)C.[Na+].Cl[C:20]#[C:21][CH2:22][CH2:23][CH2:24][CH2:25][CH2:26][CH2:27][CH2:28][CH2:29]CC.[H-].C[Al](C)C.[Na+]>>[CH3:20][CH2:21]/[CH:22]=[CH:23]\[CH2:24][CH2:25][CH2:26][CH2:27][CH2:28][CH3:29].[CH3:9]/[CH:8]=[CH:7]\[CH2:6][CH2:5][CH2:4][CH2:3][CH2:2][CH2:20][CH2:21][CH2:22][CH2:23][CH3:24] |f:0.1.2.3,4.5.6.7|. Reported procedure: A similar crossover experiment using the alpha-chloroalkenylalanates derived from 1-chloro-1-octyne/sodium triethylaluminum hydride and 1-chloro-1-dodecyne/sodium trimethylaluminum hydride produced (by GC examination of a hydrolyzed aliquot) only the intramolecular transfer products cis-3-decene (72%) and cis-2-tridecene (66%). Neither of the crossover adducts cis-3-tetradecene and cis-2-nonene was detected. The reactants are C(CC)SC1=NNC=N1 (3-propylthio-1,2,4-triazole), C(C=C)N(C(=O)Cl)CC=C (diallylcarbamoyl chloride), O1CCCC1 (tetrahydrofuran). Solvent: C(C)N(CC)CC (triethylamine). Yields the product C(C=C)N(C(=O)N1N=C(N=C1)SCCC)CC=C (1-diallylcarbamoyl-3-propylthio-1,2,4-triazole). Reaction SMILES: [CH2:1]([S:4][C:5]1[N:9]=[CH:8][NH:7][N:6]=1)[CH2:2][CH3:3].[CH2:10]([N:13]([CH2:17][CH:18]=[CH2:19])[C:14](Cl)=[O:15])[CH:11]=[CH2:12].O1CCCC1>C(N(CC)CC)C>[CH2:10]([N:13]([CH2:17][CH:18]=[CH2:19])[C:14]([N:7]1[CH:8]=[N:9][C:5]([S:4][CH2:1][CH2:2][CH3:3])=[N:6]1)=[O:15])[CH:11]=[CH2:12]. Procedure details: A mixture of 5.75 g. 3-propylthio-1,2,4-triazole, 6.8 g. diallylcarbamoyl chloride, 25 ml. dry tetrahydrofuran and 8 ml. dry triethylamine was refluxed under anhydrous conditions for 3 hours. The reaction mixture was worked up as described in Example 1 to produce an oil which was distilled under reduced pressure to give 1-diallylcarbamoyl-3-propylthio-1,2,4-triazole, b.p. 134° - 135° C./0.1 mm. Gas-liquid chromatographic (GLC) assay indicated a content of 1-isomer of 94.2%. Elemental analysis sa... Starting materials: CC(C#C)(OC1=C(C#N)C=CC(=C1)[N+](=O)[O-])C (2-(1,1-Dimethylprop-2-ynyloxy)-4-nitrobenzonitrile). The solvent is C(C)N(C1=CC=CC=C1)CC (N,N-diethylaniline). Product: CC1(OC2=C(C=CC(=C2C=C1)[N+](=O)[O-])C#N)C (2,2-Dimethyl-5-nitro-2H-chromene-8-carbonitrile). The yield is 85.4%. As a reaction SMILES: [CH3:1][C:2]([CH3:17])([O:5][C:6]1[CH:13]=[C:12]([N+:14]([O-:16])=[O:15])[CH:11]=[CH:10][C:7]=1[C:8]#[N:9])[C:3]#[CH:4]>C(N(CC)C1C=CC=CC=1)C>[CH3:1][C:2]1([CH3:17])[CH:3]=[CH:4][C:13]2[C:6](=[C:7]([C:8]#[N:9])[CH:10]=[CH:11][C:12]=2[N+:14]([O-:16])=[O:15])[O:5]1. Procedure details: A solution of compound 6A (270 mg, 1.17 mmol) in N,N-diethylaniline (1 mL) was heated to 185° C. for 3 h. After cooling to rt, the reaction mixture was chromatographed (silica gel) eluting with 0-50% EtOAc/hexane to afford the title compound (230 mg). Reactants: C(C)(C)C=1C(NC(NC1OC1=CC(=CC(=C1)C)C)=O)=O (5-Isopropyl-6-(3,5-dimethylphenoxy)-2,4-pyrimidinedione), C1(=CC=C(C=C1)S(=O)(=O)OCC1CCC1)C ((cyclobutyl)methyl para-toluenesulfonate). Yields the product C1(CCC1)CN1C(NC(C(=C1OC1=CC(=CC(=C1)C)C)C(C)C)=O)=O (1-(Cyclobutyl)methyl-5-isopropyl-6-(3,5-dimethylphenoxy)-2,4-pyrimidinedione). Yield: 47.9%. RXN SMILES: [CH:1]([C:4]1[C:5](=[O:20])[NH:6][C:7](=[O:19])[NH:8][C:9]=1[O:10][C:11]1[CH:16]=[C:15]([CH3:17])[CH:14]=[C:13]([CH3:18])[CH:12]=1)([CH3:3])[CH3:2].C1(C)C=CC(S(O[CH2:31][CH:32]2[CH2:35][CH2:34][CH2:33]2)(=O)=O)=CC=1>>[CH:32]1([CH2:31][N:8]2[C:9]([O:10][C:11]3[CH:12]=[C:13]([CH3:18])[CH:14]=[C:15]([CH3:17])[CH:16]=3)=[C:4]([CH:1]([CH3:3])[CH3:2])[C:5](=[O:20])[NH:6][C:7]2=[O:19])[CH2:35][CH2:34][CH2:33]1. Reported procedure: 5-Isopropyl-6-(3,5-dimethylphenoxy)-2,4-pyrimidinedione and (cyclobutyl)methyl para-toluenesulfonate were reacted by the same way with the example 1 to obtain the titled compound (164 mg, yield: 47.9%). The reactants are COC=1C=C(C=CC1CN1CCCC1)C(=O)C=1C2=C(SC1C1=CC=C(C=C1)OCCN1CCCC1)C=C(C=C2)OCC2=CC=CC=C2 (6-Benzyloxy-2-[4-[2-(1-pyrrolidinyl)ethoxy]phenyl]benzo[b]thiophen-3-yl 3-methoxy-4-[(1-pyrrolidinyl)methyl]phenyl ketone), C(=O)[O-].[NH4+] (ammonium formate). The reagents and catalysts are [Pd] (palladium on carbon). Run in C1CCOC1 (THF). Conditions: time 9 hour. The product is COC=1C=C(C=CC1CN1CCCC1)C(=O)C=1C2=C(SC1C1=CC=C(C=C1)OCCN1CCCC1)C=C(C=C2)O (6-Hydroxy-2-[4-[2-(1-pyrrolidinyl)ethoxy]phenyl]benzo[b]thiophen-3-yl 3-Methoxy-4-[(1-pyrrolidinyl)methyl]phenyl Ketone). Yield: 89.8%. RXN SMILES: [CH3:1][O:2][C:3]1[CH:4]=[C:5]([C:15]([C:17]2[C:18]3[CH:39]=[CH:38][C:37]([O:40]CC4C=CC=CC=4)=[CH:36][C:19]=3[S:20][C:21]=2[C:22]2[CH:27]=[CH:26][C:25]([O:28][CH2:29][CH2:30][N:31]3[CH2:35][CH2:34][CH2:33][CH2:32]3)=[CH:24][CH:23]=2)=[O:16])[CH:6]=[CH:7][C:8]=1[CH2:9][N:10]1[CH2:14][CH2:13][CH2:12][CH2:11]1.C([O-])=O.[NH4+]>C1COCC1.[Pd]>[CH3:1][O:2][C:3]1[CH:4]=[C:5]([C:15]([C:17]2[C:18]3[CH:39]=[CH:38][C:37]([OH:40])=[CH:36][C:19]=3[S:20][C:21]=2[C:22]2[CH:23]=[CH:24][C:25]([O:28][CH2:29][CH2:30][N:31]3[CH2:35][CH2:34][CH2:33][CH2:32]3)=[CH:26][CH:27]=2)=[O:16])[CH:6]=[CH:7][C:8]=1[CH2:9][N:10]1[CH2:11][CH2:12][CH2:13][CH2:14]1 |f:1.2|. Procedure details: 6-Benzyloxy-2-[4-[2-(1-pyrrolidinyl)ethoxy]phenyl]benzo[b]thiophen-3-yl 3-methoxy-4-[(1-pyrrolidinyl)methyl]phenyl ketone (105 mg, 0.16 mmol) in THF (5.0 mL) was treated sequentially with a solution of ammonium formate (25% in H2O, 3 mL) and 10% palladium on carbon (50 mg) at ambient temperature. The resulting mixture was stirred at ambient temperature under argon for 9 h before filtration through diatomaceous earth followed by rinsing with dichloromethane and methanol. The filtrate was extracte...